From a dataset of the Open Reaction Database (ORD), a public repository of structured organic reaction records. describe an organic reaction: reactants, conditions, products, and yield The reactants are Cl (hydrogen chloride), N1(CCNCC1)C=1C=C(C=CC1)C1=CC=CC=C1 (3-[1-piperazinyl]biphenyl), C([O-])([O-])=O.[K+].[K+] (potassium carbonate), ClCC1=CC=C(C=C1)C (α-chloro-p-xylene). Solvent: C(C)#N (acetonitrile), CC(=O)C (acetone). Conditions: time 16 hour. Product: Cl.Cl.CC1=CC=C(CN2CCN(CC2)C=2C=C(C=CC2)C2=CC=CC=C2)C=C1 (3-[4-(4-Methylbenzyl)-1-piperzinyl]biphenyl dihydrochloride). Reaction SMILES: [N:1]1([C:7]2[CH:8]=[C:9]([C:13]3[CH:18]=[CH:17][CH:16]=[CH:15][CH:14]=3)[CH:10]=[CH:11][CH:12]=2)[CH2:6][CH2:5][NH:4][CH2:3][CH2:2]1.C(=O)([O-])[O-].[K+].[K+].[Cl:25][CH2:26][C:27]1[CH:32]=[CH:31][C:30]([CH3:33])=[CH:29][CH:28]=1.[ClH:34]>C(#N)C.CC(C)=O>[ClH:25].[ClH:34].[CH3:26][C:27]1[CH:32]=[CH:31][C:30]([CH2:33][N:4]2[CH2:5][CH2:6][N:1]([C:7]3[CH:8]=[C:9]([C:13]4[CH:14]=[CH:15][CH:16]=[CH:17][CH:18]=4)[CH:10]=[CH:11][CH:12]=3)[CH2:2][CH2:3]2)=[CH:29][CH:28]=1 |f:1.2.3,8.9.10|. Procedure details: To a solution of 3-[1-piperazinyl]biphenyl (11.9 g) in aceonitrile (200 cc), there is added potassium carbonate (6.9 g) and then, in the course of 20 minutes, a solution of α-chloro-p-xylene (8 g) in acetonitrile (50 cc), at a temperature in the region of 20° C., and stirring is continued for 16 hours. The insoluble material which has formed is separated by filtration. The solution obtained is concentrated under reduced pressure (20 mm Hg; 2.7 kPa) at 40° C. The residue is dissolved in methylene... The reactants are [Br-], C[Mg+], CN(C)c1ccc([N+](=O)[O-])c(C=O)c1, [Cl-], [NH4+], C1CCOC1. Yields the product CC(O)c1cc(N(C)C)ccc1[N+](=O)[O-]. Reaction SMILES: [Br-:15].[CH3:16][Mg+:17].[CH3:1][N:2]([c:3]1[cH:4][cH:5][c:6]([N+:11](=[O:12])[O-:13])[c:7]([CH:8]=[O:9])[cH:10]1)[CH3:14].[Cl-:18].[NH4+:19].[O:20]1[CH2:21][CH2:22][CH2:23][CH2:24]1>>[CH3:1][N:2]([c:3]1[cH:4][cH:5][c:6]([N+:11](=[O:12])[O-:13])[c:7]([CH:8]([OH:9])[CH3:16])[cH:10]1)[CH3:14].